This data is from the Open Reaction Database (ORD), a public repository of structured organic reaction records. The task is: describe an organic reaction: reactants, conditions, products, and yield Yields the product O=C1CC=2C=NC(=NC2CC1)N (5,6,7,8-tetrahydro-6-ketoquinazolin-2-amine). The solvent is CO (methanol), C1(=CC=CC=C1)C (toluene), C1(=CC=CC=C1)C (toluene). Reactants: C(O)(O)=O.NC(=N)N (guanidine carbonate), Cl (hydrochloric acid), CN(C)C(N(C)C)N(C)C (tris(dimethylamino)methane), monoethylene ketal, C1(CCC(CC1)=O)=O (1,4-cyclohexanedione). As a reaction SMILES: [CH3:1][N:2]([CH:4]([N:8](C)C)[N:5](C)[CH3:6])C.C1(=O)[CH2:16][CH2:15][C:14](=[O:17])[CH2:13][CH2:12]1.C(=O)(O)O.NC(N)=N.Cl>C1(C)C=CC=CC=1.CO>[O:17]=[C:14]1[CH2:15][CH2:16][C:6]2[N:5]=[C:4]([NH2:8])[N:2]=[CH:1][C:12]=2[CH2:13]1 |f:2.3|. Reported procedure: A solution of tris(dimethylamino)methane, 25.0 g (172 mmol), in 100 ml toluene is added dropwise, under nitrogen, to a solution of the monoethylene ketal of 1,4-cyclohexanedione, 25.0 g (160 mmol), in 300 ml of toluene. The resulting solution is evaporated in-vacuo and the residue is dissolved in 600 ml of methanol along with 38.72 g (320 mmol) of guanidine carbonate. The pH of the solution is adjusted to 9 with 15% hydrochloric acid and the mixture is refluxed for 16 hours. The solvent is evapo...